Dataset: the Open Reaction Database (ORD), a public repository of structured organic reaction records. Task: describe an organic reaction: reactants, conditions, products, and yield Reactants: CC1=CC=C(CCl)C=C1 (4-methylbenzyl chloride), C([O-])([O-])=O.[K+].[K+] (potassium carbonate), [I-].[Na+] (sodium iodide), OC=1C=C(C=O)C=CC1 (3-hydroxybenzaldehyde). The solvent is CC(=O)C (acetone). Product: CC1=CC=C(COC=2C=C(C=O)C=CC2)C=C1 (3-(4-methylbenzyloxy)benzaldehyde). As a reaction SMILES: [OH:1][C:2]1[CH:3]=[C:4]([CH:7]=[CH:8][CH:9]=1)[CH:5]=[O:6].[CH3:10][C:11]1[CH:18]=[CH:17][C:14]([CH2:15]Cl)=[CH:13][CH:12]=1.C(=O)([O-])[O-].[K+].[K+].[I-].[Na+]>CC(C)=O>[CH3:10][C:11]1[CH:18]=[CH:17][C:14]([CH2:15][O:1][C:2]2[CH:3]=[C:4]([CH:7]=[CH:8][CH:9]=2)[CH:5]=[O:6])=[CH:13][CH:12]=1 |f:2.3.4,5.6|. Reported procedure: To 3-hydroxybenzaldehyde (5.00 g) dissolved in acetone (70 ml) were added 4-methylbenzyl chloride (6.51 ml), potassium carbonate (8.49 g) and sodium iodide (7.36 g), and the resulting mixture was heated at reflux for 24 hours and was then evaporated under reduced pressure to remove the solvent. The residue was mixed with water (200 ml) and was extracted with ethyl acetate. The organic layer was washed with an aqueous saturated solution of sodium chloride was dried with anhydrous sodium sulfate, ... The reactants are C1CCOC1, COCCCCCl, CC(C)(C)OC(=O)N1CCCC(C(=O)c2cccc(Cl)c2F)C1, [Mg]. Yields the product COCCCCC(O)(c1cccc(Cl)c1F)C1CCCN(C(=O)OC(C)(C)C)C1. As a reaction SMILES: [CH2:32]1[O:33][CH2:34][CH2:35][CH2:36]1.[Cl:1][CH2:2][CH2:3][CH2:4][CH2:5][O:6][CH3:7].[Cl:9][c:10]1[c:11]([F:31])[c:12]([C:13](=[O:14])[CH:15]2[CH2:16][N:17]([C:21](=[O:22])[O:23][C:24]([CH3:25])([CH3:26])[CH3:27])[CH2:18][CH2:19][CH2:20]2)[cH:28][cH:29][cH:30]1.[Mg:8]>>[CH2:2]([CH2:3][CH2:4][CH2:5][O:6][CH3:7])[C:13]([c:12]1[c:11]([F:31])[c:10]([Cl:9])[cH:30][cH:29][cH:28]1)([OH:14])[CH:15]1[CH2:16][N:17]([C:21](=[O:22])[O:23][C:24]([CH3:25])([CH3:26])[CH3:27])[CH2:18][CH2:19][CH2:20]1. Starting materials: ClC1=NC2=CC(=C(C=C2C=C1C(=O)C(C(=O)OCC)=CN(C)C)F)F (ethyl 2-(2-chloro-6,7-difluoro-3-quinolylcarbonyl)-3(dimethylamino)acrylate), C(C)(C)(C)N (tert-butylamine). Product: C(C)OC(=O)C=1C(C=2C=C3C(=NC2N(C1)C(C)(C)C)C=C(C(=C3)F)F)=O (3-ethoxycarbonyl-7,8-difluoro-4-oxo-1-tert-butyl-1,4dihydrobenzo[b][1,8]naphthyridine). Isolated yield 69.1%. RXN SMILES: Cl[C:2]1[C:11]([C:12]([C:14](=[CH:20]N(C)C)[C:15]([O:17][CH2:18][CH3:19])=[O:16])=[O:13])=[CH:10][C:9]2[C:4](=[CH:5][C:6]([F:25])=[C:7]([F:24])[CH:8]=2)[N:3]=1.[C:26]([NH2:30])([CH3:29])([CH3:28])[CH3:27]>>[CH2:18]([O:17][C:15]([C:14]1[C:12](=[O:13])[C:11]2[CH:10]=[C:9]3[CH:8]=[C:7]([F:24])[C:6]([F:25])=[CH:5][C:4]3=[N:3][C:2]=2[N:30]([C:26]([CH3:29])([CH3:28])[CH3:27])[CH:20]=1)=[O:16])[CH3:19]. Procedure details: 3-Ethoxycarbonyl-7,8-difluoro-4-oxo-1-tert-butyl-1,4-dihydrobenzo[b][1,8]naphthyridine was prepared under the conditions described in Example 10, but starting with 4 g of ethyl 2-(2-chloro-6,7-difluoro-3-quinolylcarbonyl)-3(dimethylamino)acrylate and 0.87 g of tert-butylamine. 2.7 g of 3-ethoxycarbonyl-7,8-difluoro-4-oxo-1-tert-butyl-1,4dihydrobenzo[b][1,8]naphthyridine are obtained in the form of a yellow solid, melting point 206° C., which is used without further purification for the subsequen... Reported procedure: Prepared from 4-hydroxy-4-benzyl-piperidine and 1-(3-chloro-propyl)-3-(2-methyl-quinolin-4-yl)-urea using the method exemplified with Example 341, 1-[2-(4-hydroxy-4-p-tolyl-piperidin-1-yl)-ethyl]-3-(2-methyl-quinolin-4-yl)-urea. Yields the product C(C1=CC=CC=C1)C1(CCN(CC1)CCCNC(=O)NC1=CC(=NC2=CC=CC=C12)C)O (1-[3-(4-Benzyl-4-hydroxy-piperidin-1-yl)-propyl]-3-(2-methyl-quinolin-4-yl)-urea). As a reaction SMILES: [OH:1][C:2]1([CH2:8][C:9]2[CH:14]=[CH:13][CH:12]=[CH:11][CH:10]=2)[CH2:7][CH2:6][NH:5][CH2:4][CH2:3]1.Cl[CH2:16][CH2:17][CH2:18][NH:19][C:20]([NH:22][C:23]1[C:32]2[C:27](=[CH:28][CH:29]=[CH:30][CH:31]=2)[N:26]=[C:25]([CH3:33])[CH:24]=1)=[O:21].OC1(C2C=CC(C)=CC=2)CCN(CCNC(NC2C3C(=CC=CC=3)N=C(C)C=2)=O)CC1>>[CH2:8]([C:2]1([OH:1])[CH2:7][CH2:6][N:5]([CH2:16][CH2:17][CH2:18][NH:19][C:20]([NH:22][C:23]2[C:32]3[C:27](=[CH:28][CH:29]=[CH:30][CH:31]=3)[N:26]=[C:25]([CH3:33])[CH:24]=2)=[O:21])[CH2:4][CH2:3]1)[C:9]1[CH:14]=[CH:13][CH:12]=[CH:11][CH:10]=1. Starting materials: OC1(CCNCC1)CC1=CC=CC=C1 (4-hydroxy-4-benzyl-piperidine), ClCCCNC(=O)NC1=CC(=NC2=CC=CC=C12)C (1-(3-chloro-propyl)-3-(2-methyl-quinolin-4-yl)-urea), OC1(CCN(CC1)CCNC(=O)NC1=CC(=NC2=CC=CC=C12)C)C1=CC=C(C=C1)C (1-[2-(4-hydroxy-4-p-tolyl-piperidin-1-yl)-ethyl]-3-(2-methyl-quinolin-4-yl)-urea). The reactants are CCOC(=O)COc1ccc(Sc2cc(C#CCN3CCOCC3)cc(OCC3CC3)c2)cc1C, CCO, Cl, [Na+], [OH-]. Product: Cc1cc(Sc2cc(C#CCN3CCOCC3)cc(OCC3CC3)c2)ccc1OCC(=O)O. As a reaction SMILES: [CH2:1]([CH3:2])[O:3][C:4]([CH2:5][O:6][c:7]1[c:8]([CH3:34])[cH:9][c:10]([S:13][c:14]2[cH:15][c:16]([O:29][CH2:30][CH:31]3[CH2:32][CH2:33]3)[cH:17][c:18]([C:20]#[C:21][CH2:22][N:23]3[CH2:24][CH2:25][O:26][CH2:27][CH2:28]3)[cH:19]2)[cH:11][cH:12]1)=[O:35].[CH3:39][CH2:40][OH:41].[ClH:38].[Na+:37].[OH-:36]>>[O:3]=[C:4]([CH2:5][O:6][c:7]1[c:8]([CH3:34])[cH:9][c:10]([S:13][c:14]2[cH:15][c:16]([O:29][CH2:30][CH:31]3[CH2:32][CH2:33]3)[cH:17][c:18]([C:20]#[C:21][CH2:22][N:23]3[CH2:24][CH2:25][O:26][CH2:27][CH2:28]3)[cH:19]2)[cH:11][cH:12]1)[OH:35]. The reactants are CCO, Cl, CC12CCC3C(CCC4C(=O)CCCC43C)C1CCC2OC1CCCCO1. Yields the product CC12CCC3C(CCC4C(=O)CCCC43C)C1CCC2O. As a reaction SMILES: [CH3:29][CH2:30][OH:31].[ClH:28].[O:1]1[CH2:2][CH2:3][CH2:4][CH2:5][CH:6]1[O:7][CH:8]1[C:9]2([CH3:10])[CH:11]([CH2:12][CH2:13]1)[CH:14]1[CH2:15][CH2:16][CH:17]3[C:18](=[O:27])[CH2:19][CH2:20][CH2:21][C:22]3([CH3:23])[CH:24]1[CH2:25][CH2:26]2>>[OH:7][CH:8]1[C:9]2([CH3:10])[CH:11]([CH2:12][CH2:13]1)[CH:14]1[CH2:15][CH2:16][CH:17]3[C:18](=[O:27])[CH2:19][CH2:20][CH2:21][C:22]3([CH3:23])[CH:24]1[CH2:25][CH2:26]2. Starting materials: O=CC(Cl)(Cl)Cl (chloral), [Cl-].C(C)(C)[P+](OC=C(Cl)Cl)(C(C)C)C(C)C (triisopropyldichlorovinyloxyphosphonium chloride). The solvent is CCOCC (ether). Run at time 8 hour. Product: C(C)(C)P(C(C)C)C(C)C.O=CC(Cl)(Cl)Cl (Triisopropylphosphine Chloral). Reaction SMILES: [O:1]=[CH:2][C:3]([Cl:6])([Cl:5])[Cl:4].[Cl-].[CH:8]([P+:11]([CH:20]([CH3:22])[CH3:21])([CH:17]([CH3:19])[CH3:18])OC=C(Cl)Cl)([CH3:10])[CH3:9]>CCOCC>[CH:8]([P:11]([CH:20]([CH3:22])[CH3:21])[CH:17]([CH3:19])[CH3:18])([CH3:10])[CH3:9].[O:1]=[CH:2][C:3]([Cl:6])([Cl:5])[Cl:4] |f:1.2,4.5|. Reported procedure: To chloral (200 ml.) heated to 60°C. under nitrogen was added 11.5 g. of triisopropyldichlorovinyloxyphosphonium chloride (from C-3 above). The clear solution was held overnight under nitrogen at 60°C. and then poured into 400 ml. of dry ether. The oil which first separated became crystalline on standing at room temperature. The solid was collected under nitrogen and recrystallized by dissolution in 80 ml. of dichloromethane and dilution with 400 ml. of dry ether. The crystalline 3/1 chloral/tri... Reactants: CC=1C=C(C=C(C1CC1=CC(=C(C=C1)OC)C(C)C)C)OC (3,5-dimethyl-4-(3'-isopropyl-4'-methoxybenzyl) anisole), B(Br)(Br)Br (boron tribromide). The solvent is C(Cl)Cl (methylene chloride), C(Cl)Cl (methylene chloride). Run at temperature -78 celsius, time 10 hour. Product: CC=1C=C(C=C(C1CC1=CC(=C(C=C1)O)C(C)C)C)O (3,5-dimethyl-4-(4'-hydroxy-3'-isopropylbenzyl) phenol). Isolated yield 69.0%. Reaction SMILES: [CH3:1][C:2]1[CH:3]=[C:4]([O:21]C)[CH:5]=[C:6]([CH3:20])[C:7]=1[CH2:8][C:9]1[CH:14]=[CH:13][C:12]([O:15]C)=[C:11]([CH:17]([CH3:19])[CH3:18])[CH:10]=1.B(Br)(Br)Br>C(Cl)Cl>[CH3:20][C:6]1[CH:5]=[C:4]([OH:21])[CH:3]=[C:2]([CH3:1])[C:7]=1[CH2:8][C:9]1[CH:14]=[CH:13][C:12]([OH:15])=[C:11]([CH:17]([CH3:18])[CH3:19])[CH:10]=1. Reported procedure: To 3,5-dimethyl-4-(3'-isopropyl-4'-methoxybenzyl) anisole (8) (1.3 g, 4.35 mmol) in 75 mL of methylene chloride at -78° C. was added 44 mL of boron tribromide 1.0M in methylene chloride). The reaction mixture was stirred for 30 min at -78° C. and for 10 hours at room temperature. The reaction mixture was washed with water (2×100 mL), dried (MgSO4), and evaporated to give crude product (1.5 g). Purification using flash column chromatography (silica gel, 80:20 hexane/ethylacetate) gave 3,5-dimethy...